From a dataset of the Open Reaction Database (ORD), a public repository of structured organic reaction records. describe an organic reaction: reactants, conditions, products, and yield The reactants are C1(=CN2CCCC3=CC=CC1=C23)C=2C(NC(C2C2=CNC3=CC=C(C=C23)C2=CC=CC3=CC=CC=C23)=O)=O (3-(5,6-Dihydro-4H-pyrrolo[3,2,1-ij]quinolin-1yl)-4-(5-1-naphthyl-1H-indol-3-yl)pyrrole-2,5-dione). Run in CO (methanol). Product: C1(=CN2CCCC3=CC=CC1=C23)[C@@H]2C(NC([C@H]2C2=CNC3=CC=C(C=C23)C2=CC=CC3=CC=CC=C23)=O)=O ((±)-trans-3-(5,6-dihydro-4H-pyrrolo[3,2,1-ij]quinolin-1yl)-4-(5-(1-naphthyl)-1H-indol-3-yl)pyrrolidine-2,5-dione). Reaction SMILES: [C:1]1([C:13]2[C:14](=[O:38])[NH:15][C:16](=[O:37])[C:17]=2[C:18]2[C:26]3[C:21](=[CH:22][CH:23]=[C:24]([C:27]4[C:36]5[C:31](=[CH:32][CH:33]=[CH:34][CH:35]=5)[CH:30]=[CH:29][CH:28]=4)[CH:25]=3)[NH:20][CH:19]=2)[C:11]2=[C:12]3[C:7](=[CH:8][CH:9]=[CH:10]2)[CH2:6][CH2:5][CH2:4][N:3]3[CH:2]=1>CO>[C:1]1([C@H:13]2[C@H:17]([C:18]3[C:26]4[C:21](=[CH:22][CH:23]=[C:24]([C:27]5[C:36]6[C:31](=[CH:32][CH:33]=[CH:34][CH:35]=6)[CH:30]=[CH:29][CH:28]=5)[CH:25]=4)[NH:20][CH:19]=3)[C:16](=[O:37])[NH:15][C:14]2=[O:38])[C:11]2=[C:12]3[C:7](=[CH:8][CH:9]=[CH:10]2)[CH2:6][CH2:5][CH2:4][N:3]3[CH:2]=1. Procedure: 3-(5,6-Dihydro-4H-pyrrolo[3,2,1-ij]quinolin-1yl)-4-(5-1-naphthyl-1H-indol-3-yl)pyrrole-2,5-dione, prepared as in Example 31, was reduced with Mg in methanol as described in Example 2, Procedure C, to yield (±)-trans-3-(5,6-dihydro-4H-pyrrolo[3,2,1-ij]quinolin-1yl)-4-(5-(1-naphthyl)-1H-indol-3-yl)pyrrolidine-2,5-dione. 1H NMR (CD3OD) δ: 1.85-1.95 (m, 1H), 1.95-2.05 (m, 1H), 2.74-2.88 (m, 2H), 3.72-3.83 (m, 1H), 3.88-3.98 (m, 1H), 4.40 (d, J=6.4 Hz, 1H), 4.62 (d, J=6.4 Hz, 1H), 6.80 (d, J=6.8 Hz, ... Reactants: 3,3-dimethyl-1-(4-methoximinomethyl-phenoxy)-1-(1,2,4-triazol-1-yl)-butan-2-one, C1(CC(C(CC1)C(C)C)C(C(CN1N=CN=C1)=O)(C)C1CC(CCC1C(C)C)C)C (3,3-dimenthyl-1-(1,2,4-triazol-1-yl)-butan-2-one), BrBr (bromine). Yields the product BrC(C(C(C)(C)C)=O)N1N=CN=C1 (1-bromo-(1,2,4-triazol-1-yl)-3,3-dimethyl-butan-2-one). As a reaction SMILES: C1(C)CCC(C(C)C)[CH:3]([C:10]([CH:20]2C(C(C)C)CCC(C)C2)([CH3:19])[C:11](=[O:18])[CH2:12][N:13]2[CH:17]=[N:16][CH:15]=[N:14]2)C1.[Br:31]Br>>[Br:31][CH:12]([N:13]1[CH:17]=[N:16][CH:15]=[N:14]1)[C:11](=[O:18])[C:10]([CH3:20])([CH3:19])[CH3:3]. Procedure details: Thus, for example, 3,3-dimethyl-1-(4-methoximinomethyl-phenoxy)-1-(1,2,4-triazol-1-yl)-butan-2-one of the formula ##STR11## can be prepared by reacting 3,3-dimenthyl-1-(1,2,4-triazol-1-yl)-butan-2-one initially with bromine to form 1-bromo-(1,2,4-triazol-1-yl)-3,3-dimethyl-butan-2-one, and subsequently reaching this with 4-hydroxybenzaldehyde O-methyl oxime ether in the presence of a base. This synthesis can be illustrated by means of formulae as follows: As a reaction SMILES: [Br:32][c:33]1[n:34][cH:35][cH:36][cH:37][n:38]1.[CH2:48]1[O:49][CH2:50][CH2:51][CH2:52]1.[CH3:53][CH2:54][O:55][C:56](=[O:57])[CH3:58].[CH:39]([N:40]([CH2:41][CH3:42])[CH:43]([CH3:44])[CH3:45])([CH3:46])[CH3:47].[NH2:1][CH:2]1[CH2:3][N:4]([c:8]2[n:9][c:10]([NH:17][c:18]3[cH:19][cH:20][c:21]([C:24](=[O:25])[N:26]4[CH2:27][CH2:28][O:29][CH2:30][CH2:31]4)[cH:22][cH:23]3)[c:11]([C:12](=[O:13])[NH2:14])[cH:15][cH:16]2)[CH2:5][CH2:6][CH2:7]1>>[NH:1]([CH:2]1[CH2:3][N:4]([c:8]2[n:9][c:10]([NH:17][c:18]3[cH:19][cH:20][c:21]([C:24](=[O:25])[N:26]4[CH2:27][CH2:28][O:29][CH2:30][CH2:31]4)[cH:22][cH:23]3)[c:11]([C:12](=[O:13])[NH2:14])[cH:15][cH:16]2)[CH2:5][CH2:6][CH2:7]1)[c:33]1[n:34][cH:35][cH:36][cH:37][n:38]1. Starting materials: Brc1ncccn1, C1CCOC1, CCOC(C)=O, CCN(C(C)C)C(C)C, NC(=O)c1ccc(N2CCCC(N)C2)nc1Nc1ccc(C(=O)N2CCOCC2)cc1. The product is NC(=O)c1ccc(N2CCCC(Nc3ncccn3)C2)nc1Nc1ccc(C(=O)N2CCOCC2)cc1.